From a dataset of the Open Reaction Database (ORD), a public repository of structured organic reaction records. describe an organic reaction: reactants, conditions, products, and yield Conditions: time 24 hour. Solvent: C(C)#N (acetonitrile), P(=O)([O-])([O-])[O-] (phosphate), C(C)#N (acetonitrile). Starting materials: COC(CCCSCCN1[C@H](CCCC1=O)\C=C\C(CC1=CC=CC=C1)O)=O (4-{2-[(R)-2-((E)-3-hydroxy-4-phenyl-but-1-enyl)-6-oxo-piperidin-1-yl]-ethylsulfanyl}-butyric acid methyl ester). Isolated yield 92.3%. The product is OC(/C=C/[C@@H]1N(C(CCC1)=O)CCSCCCC(=O)O)CC1=CC=CC=C1 (4-{2-[(R)-2-((E)-3-Hydroxy-4-phenyl-but-1-enyl)-6-oxo-piperidin-1-yl]-ethylsulfanyl}-butyric acid). RXN SMILES: C[O:2][C:3](=[O:28])[CH2:4][CH2:5][CH2:6][S:7][CH2:8][CH2:9][N:10]1[C:15](=[O:16])[CH2:14][CH2:13][CH2:12][C@@H:11]1/[CH:17]=[CH:18]/[CH:19]([OH:27])[CH2:20][C:21]1[CH:26]=[CH:25][CH:24]=[CH:23][CH:22]=1>C(#N)C.P([O-])([O-])([O-])=O>[OH:27][CH:19]([CH2:20][C:21]1[CH:22]=[CH:23][CH:24]=[CH:25][CH:26]=1)/[CH:18]=[CH:17]/[C@H:11]1[CH2:12][CH2:13][CH2:14][C:15](=[O:16])[N:10]1[CH2:9][CH2:8][S:7][CH2:6][CH2:5][CH2:4][C:3]([OH:28])=[O:2]. Procedure details: Rabbit liver esterase (134 units/mg, 1 mg) was added to a solution of 4-{2-[(R)-2-((E)-3-hydroxy-4-phenyl-but-1-enyl)-6-oxo-piperidin-1-yl]-ethylsulfanyl}-butyric acid methyl ester (5.2 mg, 0.013 mmol) in acetonitrile (0.2 mL) and pH 7.2 phosphate buffer (3.0 mL). After 24 h, acetonitrile (10 mL) was added and the reaction mixture was concentrated to dryness in vacuo. Purification of the residue by flash column chromatography on silica gel (CH2Cl2→5% MeOH/CH2Cl2, gradient) afforded 4.7 mg (94%) ... Starting materials: BrC1=CC=C(C=C1)C1=NOC(=N1)C1=CC(=C(C=C1)OCC)OCC (3-(4-Bromophenyl)-5-(3,4-diethoxyphenyl)-1,2,4-oxadiazole), B(O)O (boronic acid), FC(C1=C(C=CC=C1)Br)(F)F (2-trifluoromethyl-bromobenzene), B1(OC(C(O1)(C)C)(C)C)C2=CCN(CC2)C(=O)OC(C)(C)C (3,6-dihydro-2H-pyridine-1-tert-butoxycarbonyl-4-boronic acid). Product: C(C)OC=1C=C(C=CC1OCC)C1=NC(=NO1)C1=CC=C(C=C1)C=1CCNCC1 (5-(3,4-Diethoxyphenyl)-3-(4-(1,2,3,6-tetrahydropyridin-4-yl)phenyl)-1,2,4-oxadiazole). Isolated yield 57.0%. As a reaction SMILES: Br[C:2]1[CH:7]=[CH:6][C:5]([C:8]2[N:12]=[C:11]([C:13]3[CH:18]=[CH:17][C:16]([O:19][CH2:20][CH3:21])=[C:15]([O:22][CH2:23][CH3:24])[CH:14]=3)[O:10][N:9]=2)=[CH:4][CH:3]=1.FC(F)(F)C1C=CC=CC=1Br.B1([C:45]2[CH2:50][CH2:49][N:48](C(OC(C)(C)C)=O)[CH2:47][CH:46]=2)OC(C)(C)C(C)(C)O1.B(O)O>>[CH2:23]([O:22][C:15]1[CH:14]=[C:13]([C:11]2[O:10][N:9]=[C:8]([C:5]3[CH:6]=[CH:7][C:2]([C:45]4[CH2:50][CH2:49][NH:48][CH2:47][CH:46]=4)=[CH:3][CH:4]=3)[N:12]=2)[CH:18]=[CH:17][C:16]=1[O:19][CH2:20][CH3:21])[CH3:24]. Procedure: When the product of Step B was substituted for 2-trifluoromethyl-bromobenzene and 3,6-dihydro-2H-pyridine-1-tert-butoxycarbonyl-4-boronic acid was substituted for 4-carbaldehyde boronic acid in Example 36 Step A, the similar process gave the title compound in 57% yield. This (0.085 g) was dissolved in anhydrous CH2Cl2 (2 ml) and CF3CO2H (0.5 ml) was added to it. The mixture was stirred for 3 h, then the solvent was evaporated to dryness. The residue was purified by FCC (SiO2) to give the title c... The reactants are COCCO, CC(C)(C)[O-], O=[N+]([O-])c1ccnc(Cl)c1, [K+], N#N. The product is COCCOc1ccnc(Cl)c1. RXN SMILES: [CH3:19][O:20][CH2:21][CH2:22][OH:23].[CH3:1][C:2]([O-:3])([CH3:4])[CH3:5].[Cl:9][c:10]1[n:11][cH:12][cH:13][c:14]([N+:16]([O-:17])=[O:18])[cH:15]1.[K+:6].[N:7]#[N:8]>>[Cl:9][c:10]1[n:11][cH:12][cH:13][c:14]([O:23][CH2:22][CH2:21][O:20][CH3:19])[cH:15]1. Product: CCOC(=O)Cc1ccc(S(=O)(=O)N2CCN(C)CC2)cc1. Reactants: CN1CCN(S(=O)(=O)c2ccc(Br)cc2)CC1, CCOC(=O)CC(C)=O, CC(C)(C)P(C(C)(C)C)C1(C)CC=CC=C1c1ccccc1, CC(=O)[O-], CC(=O)[O-], Cc1ccccc1, [K+], [K+], [K+], O, O=P([O-])([O-])[O-], [Pd+2]. Reaction SMILES: [Br:1][c:2]1[cH:3][cH:4][c:5]([S:8](=[O:9])(=[O:10])[N:11]2[CH2:12][CH2:13][N:14]([CH3:17])[CH2:15][CH2:16]2)[cH:6][cH:7]1.[C:18]([CH2:19][C:20]([CH3:21])=[O:22])(=[O:23])[O:24][CH2:25][CH3:26].[C:27]([P:28]([C:29]([CH3:30])([CH3:31])[CH3:32])[C:33]1([CH3:34])[CH2:35][CH:36]=[CH:37][CH:38]=[C:39]1[c:40]1[cH:41][cH:42][cH:43][cH:44][cH:45]1)([CH3:46])([CH3:47])[CH3:48].[C:57]([O-:58])(=[O:59])[CH3:60].[C:62]([O-:63])(=[O:64])[CH3:65].[CH3:67][c:68]1[cH:69][cH:70][cH:71][cH:72][cH:73]1.[K+:54].[K+:55].[K+:56].[OH2:66].[P:49]([O-:50])([O-:51])([O-:52])=[O:53].[Pd+2:61]>>[c:2]1([CH2:19][C:18](=[O:23])[O:24][CH2:25][CH3:26])[cH:3][cH:4][c:5]([S:8](=[O:9])(=[O:10])[N:11]2[CH2:12][CH2:13][N:14]([CH3:17])[CH2:15][CH2:16]2)[cH:6][cH:7]1. Starting materials: O=Cc1ccc(-c2c3ccccc3c(Br)c3ccccc23)cc1, CCOP(=O)(Cc1ccccc1)OCC, CS(C)=O, CC(C)(C)[O-], [K+], O. Yields the product Brc1c2ccccc2c(-c2ccc(C=Cc3ccccc3)cc2)c2ccccc12. As a reaction SMILES: [Br:1][c:2]1[c:3]2[cH:4][cH:5][cH:6][cH:7][c:8]2[c:9](-[c:16]2[cH:17][cH:18][c:19]([CH:22]=[O:23])[cH:20][cH:21]2)[c:10]2[cH:11][cH:12][cH:13][cH:14][c:15]12.[CH2:24]([c:25]1[cH:26][cH:27][cH:28][cH:29][cH:30]1)[P:31](=[O:32])([O:33][CH2:34][CH3:35])[O:36][CH2:37][CH3:38].[CH3:39][S:40]([CH3:41])=[O:42].[CH3:43][C:44]([CH3:45])([O-:46])[CH3:47].[K+:48].[OH2:49]>>[Br:1][c:2]1[c:3]2[cH:4][cH:5][cH:6][cH:7][c:8]2[c:9](-[c:16]2[cH:17][cH:18][c:19]([CH:22]=[CH:24][c:25]3[cH:26][cH:27][cH:28][cH:29][cH:30]3)[cH:20][cH:21]2)[c:10]2[cH:11][cH:12][cH:13][cH:14][c:15]12.